Dataset: the Open Reaction Database (ORD), a public repository of structured organic reaction records. Task: describe an organic reaction: reactants, conditions, products, and yield Reactants: C(C)N1C(NC=C1)=O (1-Ethyl-4-imidazolin-2-one), ClC(C)OC(CCCCCCCCCCCCC)=O (1-chloroethyltetradecanoate), [H-].[Na+] (sodium hydride). Solvent: C(Cl)(Cl)Cl (chloroform), C1=CC=CC=C1 (benzene). Reaction conditions: time 8 hour. Yields the product C(C)N1C(NC=C1)=O.C(C)C(CC(=O)[O-])CCCCCCCCCCC (1-ethyl-4-imidazolin-2-one 3-α-ethyltetradecanoate). The yield is 10.0%. RXN SMILES: [CH2:1]([N:3]1[CH:7]=[CH:6][NH:5][C:4]1=[O:8])[CH3:2].ClC([O:12][C:13](=[O:27])[CH2:14][CH2:15][CH2:16][CH2:17][CH2:18][CH2:19][CH2:20][CH2:21][CH2:22][CH2:23][CH2:24][CH2:25][CH3:26])C.[H-].[Na+]>C(Cl)(Cl)Cl.C1C=CC=CC=1>[CH2:1]([N:3]1[CH:7]=[CH:6][NH:5][C:4]1=[O:8])[CH3:2].[CH2:1]([CH:15]([CH2:16][CH2:17][CH2:18][CH2:19][CH2:20][CH2:21][CH2:22][CH2:23][CH2:24][CH2:25][CH3:26])[CH2:14][C:13]([O-:12])=[O:27])[CH3:2] |f:2.3,6.7|. Procedure: 1-Ethyl-4-imidazolin-2-one (1 gm, 0.009 mol) and 1-chloroethyltetradecanoate (2.6 gm, 0.009 mol) were dissolved in 13 ml of dry chloroform and a suspension of sodium hydride in dry benzene (3 ml) was added portionwise. The reaction mixture was stirred at room temperature overnight and was followed by the workup presented in the preceeding examples. After purification by liquid chromatography using silica gel as the supporting material and chloroform as the eluant (EM Silica gel 500 G, 60-200 mes...